This data is from the Open Reaction Database (ORD), a public repository of structured organic reaction records. The task is: describe an organic reaction: reactants, conditions, products, and yield Reactants: C1(=CC=CC2=CC=CC=C12)C(=O)O (1-naphthoic acid), C1(=CC=CC=C1)S (thiophenol), polyphosphoric acid. Product: S1C=CC(=C1)C(=O)C1=CC=CC2=CC=CC=C12 ((4-Thiophenyl)-naphth-1-yl-ketone). As a reaction SMILES: [C:1]1([C:11]([OH:13])=O)[C:10]2[C:5](=[CH:6][CH:7]=[CH:8][CH:9]=2)[CH:4]=[CH:3][CH:2]=1.[C:14]1([SH:20])[CH:19]=[CH:18][CH:17]=CC=1>>[S:20]1[CH:14]=[C:19]([C:11]([C:1]2[C:10]3[C:5](=[CH:6][CH:7]=[CH:8][CH:9]=3)[CH:4]=[CH:3][CH:2]=2)=[O:13])[CH:18]=[CH:17]1. Procedure: A mixture of 1-naphthoic acid (8 g, 46.46 mmol), thiophenol (8 ml, 78.05 mmol) and polyphosphoric acid (80 g) was heated for 12 hours on water bath at 80 EC. Reaction mixture was poured onto ice water and extracted with ethylacetate. The organic layer was washed with water, dried over anhydrous sodium sulfate and concentrated to give oil, which was crystallized from methanol to give the desired compound.